From a dataset of the Open Reaction Database (ORD), a public repository of structured organic reaction records. describe an organic reaction: reactants, conditions, products, and yield Reaction SMILES: [Br:14][Br:15].[CH2:1]([CH2:2][CH3:3])[n:4]1[cH:5][n:6][c:7]2[c:8]1[cH:9][c:10]([NH2:13])[cH:11][cH:12]2>>[CH2:1]([CH2:2][CH3:3])[n:4]1[cH:5][n:6][c:7]2[c:8]1[c:9]([Br:14])[c:10]([NH2:13])[cH:11][cH:12]2. Starting materials: BrBr, CCCn1cnc2ccc(N)cc21. Yields the product CCCn1cnc2ccc(N)c(Br)c21. The reactants are C1(CC=CCC1)C=C1C(NC(N1)=O)=O (5-(3-cyclohexene-1-yl)methylenehydantoin). Reagents/catalysts: [Pd] (palladium on carbon). The solvent is COCCO (ethyleneglycol monomethyl ether). Reaction conditions: temperature 50 celsius, time 4 hour. The product is C1(CCCCC1)CC1C(NC(N1)=O)=O (5-cyclohexylmethylhydantoin). The yield is 89.3%. As a reaction SMILES: [CH:1]1([CH:7]=[C:8]2[NH:12][C:11](=[O:13])[NH:10][C:9]2=[O:14])[CH2:6][CH2:5][CH:4]=[CH:3][CH2:2]1>[Pd].COCCO>[CH:1]1([CH2:7][CH:8]2[NH:12][C:11](=[O:13])[NH:10][C:9]2=[O:14])[CH2:2][CH2:3][CH2:4][CH2:5][CH2:6]1. Reported procedure: Forty milliliters of ethyleneglycol monomethyl ether, 3.84 g of 5-(3-cyclohexene-1-yl)methylenehydantoin and 0.43 g of wet 10% palladium on carbon (moisture 50%) were placed in a reactor equipped with a mechanical stirrer and a reflux condenser, and the mixture was reduced while stirring at 50° C. under a hydrogen pressure of 3 kg/cm2. After 4 hours, the reaction mixture was heated to 90° C. and the resulting precipitate was dissolved, after which the palladium on carbon was removed by filtering... RXN SMILES: [H-].[Al+3].[Li+].[H-].[H-].[H-].[S:7]1[CH:11]=[CH:10][CH:9]=[C:8]1[CH2:12][C:13]([N:15]1[CH2:20][CH2:19][O:18][CH2:17][CH2:16]1)=O.Cl>C1COCC1>[O:18]1[CH2:19][CH2:20][N:15]([CH2:13][CH2:12][C:8]2[S:7][CH:11]=[CH:10][CH:9]=2)[CH2:16][CH2:17]1 |f:0.1.2.3.4.5|. The solvent is C1CCOC1 (THF). Procedure details: Lithium aluminium hydride (1M in diethyl ether, 28.3 ml) was added slowly to a stirred solution of N-[2-(2-thienyl)acetyl]morpholine (3 g) in THF (100 ml). The resultant mixture was heated to 45° C. for 30 minutes. A 2M aqueous hydrochloric acid solution was added dropwise to destroy the excess of reducing agent and the mixture was partitioned between methylene chloride and a 2M aqueous sodium hydroxide solution. The organic phase was washed with brine, dried (MgSO4) and evaporated to give 2-(2-... Product: O1CCN(CC1)CCC=1SC=CC1 (2-(2-morpholinoethyl) -thiophene). Yield: 60.7%. Reactants: Cl (hydrochloric acid), [H-].[Al+3].[Li+].[H-].[H-].[H-] (Lithium aluminium hydride), S1C(=CC=C1)CC(=O)N1CCOCC1 (N-[2-(2-thienyl)acetyl]morpholine), resultant mixture. The reactants are FC(C(=O)N)(F)F (trifluoroacetamide), O.C1(=CC=C(C=C1)S(=O)(=O)O)C (p-toluenesulfonic acid monohydrate), C1CCOC1.O (THF H2O), C(=O)(O)[O-].[Na+].[Cl-].[Na+].O (NaHCO3 brine). Run at time 3.5 hour. Product: FC(C(=O)NCCCCC1=CC(=CC=C1)O)(F)F (2,2,2-trifluoro-N-(4-(3-hydroxyphenyl)butyl)acetamide). Reaction SMILES: [F:1][C:2]([F:7])([F:6])[C:3]([NH2:5])=[O:4].O.[C:9]1(C)[CH:14]=[CH:13][C:12](S(O)(=O)=O)=[CH:11][CH:10]=1.C([O-])(O)=O.[Na+].[Cl-].[Na+].O.[CH2:28]1[CH2:32][O:31][CH2:30][CH2:29]1.O>>[F:1][C:2]([F:7])([F:6])[C:3]([NH:5][CH2:13][CH2:12][CH2:11][CH2:10][C:9]1[CH:32]=[CH:28][CH:29]=[C:30]([OH:31])[CH:14]=1)=[O:4] |f:1.2,3.4.5.6.7,8.9|. Procedure: A mixture of THP-phenol 136 (0.72 g, 2.08 mmol), p-toluenesulfonic acid monohydrate (0.366 g) in THF:H2O (3:1, 20 mL) was stirred at room temperature for 3.5 hr. The reaction mixture was treated with aqueous NaHCO3-brine solution, layers were separated and aqueous layer extracted with EtOAc. Combined organic layers were washed with brine and concentrated under reduced pressure. Purification by flash chromatography (10%-50% EtOAc-hexanes gradient) gave 2,2,2-trifluoro-N-(4-(3-hydroxyphenyl)butyl)...